This data is from the Open Reaction Database (ORD), a public repository of structured organic reaction records. The task is: describe an organic reaction: reactants, conditions, products, and yield Starting materials: C1(=NNCCCCCCCC1)C1=CCCCCCCCCC1 (diazabicycloundecene), ClC(C#N)CC1=C(C=C(C=C1)F)C (2-chloro-3-(4-fluoro-2-methylphenyl)-propionitrile). Run in O1CCCC1 (tetrahydrofuran), O1CCCC1 (tetrahydrofuran). Run at time 15 hour. Product: FC1=CC(=C(C=C1)C=CC#N)C (3-(4-fluoro-2-methylphenyl)-acrylonitrile). Yield: 195.2%. As a reaction SMILES: C1(C2CCCCCCCCCC=2)CCCCCCCCNN=1.Cl[CH:24]([CH2:27][C:28]1[CH:33]=[CH:32][C:31]([F:34])=[CH:30][C:29]=1[CH3:35])[C:25]#[N:26]>O1CCCC1>[F:34][C:31]1[CH:32]=[CH:33][C:28]([CH:27]=[CH:24][C:25]#[N:26])=[C:29]([CH3:35])[CH:30]=1. Procedure: 18.2 g (0.12 mole) of diazabicycloundecene in 150 ml of tetrahydrofuran are added dropwise, with stirring at room temperature, to 21.7 g (0.11 mole) of 2-chloro-3-(4-fluoro-2-methylphenyl)-propionitrile in 100 ml of tetrahydrofuran, and when the addition is complete, the mixture is stirred at room temperature for 15 hours and filtered, the filtrate is evaporated in vacuo, the residue is taken up in ethyl acetate, washed consecutively with 1-normal hydrochloric acid and water and dried over sodiu... The reactants are Cc1onc2c1c(=O)n(C1CCCC(C(=O)O)C1)c1cnccc21, CCN=C=NCCCN(C)C, CN(C)C=O, CCN(C(C)C)C(C)C, Cl, NCc1ccccc1, On1nnc2cccnc21. Yields the product Cc1onc2c1c(=O)n(C1CCCC(C(=O)NCc3ccccc3)C1)c1cnccc21. Reaction SMILES: [CH3:1][c:2]1[o:3][n:4][c:5]2[c:6]1[c:7](=[O:24])[n:8]([CH:15]1[CH2:16][CH:17]([C:21](=[O:22])[OH:23])[CH2:18][CH2:19][CH2:20]1)[c:9]1[cH:10][n:11][cH:12][cH:13][c:14]21.[CH3:26][N:27]([CH3:28])[CH2:29][CH2:30][CH2:31][N:32]=[C:33]=[N:34][CH2:35][CH3:36].[CH3:64][N:65]([CH3:66])[CH:67]=[O:68].[CH:47]([N:48]([CH2:49][CH3:50])[CH:51]([CH3:52])[CH3:53])([CH3:54])[CH3:55].[ClH:25].[NH2:56][CH2:57][c:58]1[cH:59][cH:60][cH:61][cH:62][cH:63]1.[OH:37][n:38]1[c:39]2[n:40][cH:41][cH:42][cH:43][c:44]2[n:45][n:46]1>>[CH3:1][c:2]1[o:3][n:4][c:5]2[c:6]1[c:7](=[O:24])[n:8]([CH:15]1[CH2:16][CH:17]([C:21](=[O:22])[NH:56][CH2:57][c:58]3[cH:59][cH:60][cH:61][cH:62][cH:63]3)[CH2:18][CH2:19][CH2:20]1)[c:9]1[cH:10][n:11][cH:12][cH:13][c:14]21.